From a dataset of the Open Reaction Database (ORD), a public repository of structured organic reaction records. describe an organic reaction: reactants, conditions, products, and yield The reactants are Cl.C1(CC1)COC1=C(C=C(C=C1)F)C=1C2=C(N=CN1)C(=C(N2)C)C(=O)N[C@H]2[C@@H](CNCC2)O (4-[2-(cyclopropylmethoxy)-5-fluorophenyl]-N-[(3R*,4R*)-3-hydroxypiperidin-4-yl]-6-methyl-5H-pyrrolo[3,2-d]pyrimidine-7-carboxamide hydrochloride), C(C)(=O)Cl (acetyl chloride). Product: C(C)(=O)N1C[C@H]([C@@H](CC1)NC(=O)C1=C(NC2=C1N=CN=C2C2=C(C=CC(=C2)F)OCC2CC2)C)O (N-[(3R*,4R*)-1-acetyl-3-hydroxypiperidin-4-yl]-4-[2-(cyclopropylmethoxy)-5-fluorophenyl]-6-methyl-5H-pyrrolo[3,2-d]pyrimidine-7-carboxamide). Reaction SMILES: Cl.[CH:2]1([CH2:5][O:6][C:7]2[CH:12]=[CH:11][C:10]([F:13])=[CH:9][C:8]=2[C:14]2[C:15]3[NH:22][C:21]([CH3:23])=[C:20]([C:24]([NH:26][C@@H:27]4[CH2:32][CH2:31][NH:30][CH2:29][C@H:28]4[OH:33])=[O:25])[C:16]=3[N:17]=[CH:18][N:19]=2)[CH2:4][CH2:3]1.[C:34](Cl)(=[O:36])[CH3:35]>>[C:34]([N:30]1[CH2:31][CH2:32][C@@H:27]([NH:26][C:24]([C:20]2[C:16]3[N:17]=[CH:18][N:19]=[C:14]([C:8]4[CH:9]=[C:10]([F:13])[CH:11]=[CH:12][C:7]=4[O:6][CH2:5][CH:2]4[CH2:4][CH2:3]4)[C:15]=3[NH:22][C:21]=2[CH3:23])=[O:25])[C@H:28]([OH:33])[CH2:29]1)(=[O:36])[CH3:35] |f:0.1|. Procedure details: Starting from 4-[2-(cyclopropylmethoxy)-5-fluorophenyl]-N-[(3R*,4R*)-3-hydroxypiperidin-4-yl]-6-methyl-5H-pyrrolo[3,2-d]pyrimidine-7-carboxamide hydrochloride (example D.f16) and commercially acetyl chloride the title compound is obtained as colorless solid. Reactants: CC(=O)O[BH-](OC(C)=O)OC(C)=O, CCCNC1CCc2ncsc2C1, ClCCCl, [Na+], O=CCCCC(=O)N1CCN(c2ccccc2)CC1. Product: CCCN(CCCCC(=O)N1CCN(c2ccccc2)CC1)C1CCc2ncsc2C1. As a reaction SMILES: [C:33]([O:34][BH-:35]([O:36][C:37](=[O:38])[CH3:39])[O:40][C:41](=[O:42])[CH3:43])(=[O:44])[CH3:45].[CH2:1]([CH2:2][CH3:3])[NH:4][CH:5]1[CH2:6][c:7]2[c:8]([n:9][cH:10][s:11]2)[CH2:12][CH2:13]1.[Cl:47][CH2:48][CH2:49][Cl:50].[Na+:46].[O:14]=[C:15]([CH2:16][CH2:17][CH2:18][CH:19]=[O:20])[N:21]1[CH2:22][CH2:23][N:24]([c:27]2[cH:28][cH:29][cH:30][cH:31][cH:32]2)[CH2:25][CH2:26]1>>[CH2:1]([CH2:2][CH3:3])[N:4]([CH:5]1[CH2:6][c:7]2[c:8]([n:9][cH:10][s:11]2)[CH2:12][CH2:13]1)[CH2:19][CH2:18][CH2:17][CH2:16][C:15](=[O:14])[N:21]1[CH2:22][CH2:23][N:24]([c:27]2[cH:28][cH:29][cH:30][cH:31][cH:32]2)[CH2:25][CH2:26]1. Starting materials: C(#N)C1=C(OC2=CC3=C(NC(=N3)C3=NC=CC=C3)C=C2OC2=CC=C(C=C2)C#N)C=CC=C1 (5-(2-Cyano-phenoxy)-2-pyridin-2-yl-6-(4-cyano-phenoxy)-1H-benzimidazole), OC=1C=C(C#N)C=CC1 (3-hydroxy-benzonitrile). The product is C(#N)C1=C(OC2=CC3=C(NC(=N3)C3=NC=CC=C3)C=C2OC2=CC(=CC=C2)C#N)C=CC=C1 (5-(2-Cyano-phenoxy)-2-pyridin-2-yl-6-(3-cyano-phenoxy)-1H-benzimidazole). RXN SMILES: [C:1]([C:3]1[CH:33]=[CH:32][CH:31]=[CH:30][C:4]=1[O:5][C:6]1[C:20]([O:21]C2C=CC(C#N)=CC=2)=[CH:19][C:9]2[NH:10][C:11]([C:13]3[CH:18]=[CH:17][CH:16]=[CH:15][N:14]=3)=[N:12][C:8]=2[CH:7]=1)#[N:2].O[C:35]1[CH:36]=[C:37]([CH:40]=[CH:41][CH:42]=1)[C:38]#[N:39]>>[C:1]([C:3]1[CH:33]=[CH:32][CH:31]=[CH:30][C:4]=1[O:5][C:6]1[C:20]([O:21][C:35]2[CH:42]=[CH:41][CH:40]=[C:37]([C:38]#[N:39])[CH:36]=2)=[CH:19][C:9]2[NH:10][C:11]([C:13]3[CH:18]=[CH:17][CH:16]=[CH:15][N:14]=3)=[N:12][C:8]=2[CH:7]=1)#[N:2]. Procedure: The entitled compound was obtained as a brown solid in the same method as in Example 28 or in accordance with the method or by combining it with an ordinary method but using 4-fluoro-5-(2-cyano-phenoxy)-2-nitro-phenylamine obtained in Example 28 and 3-hydroxy-benzonitrile. RXN SMILES: [CH3:20][OH:21].[H:18][H:19].[c:1]1([CH2:2][N:8]2[CH2:9][CH:10]([CH2:13][NH:14][CH2:15][CH2:16][OH:17])[CH2:11][CH2:12]2)[cH:3][cH:4][cH:5][cH:6][cH:7]1>>[NH:8]1[CH2:9][CH:10]([CH2:13][NH:14][CH2:15][CH2:16][OH:17])[CH2:11][CH2:12]1. The product is OCCNCC1CCNC1. The reactants are CO, [H][H], OCCNCC1CCN(Cc2ccccc2)C1. Reactants: CC(C)CCN, CCO, CC(CN1CCCCC1)N1c2ccccc2Sc2ccc(C(N)=S)cc21. Product: CC(C)CCNC(=S)c1ccc2c(c1)N(C(C)CN1CCCCC1)c1ccccc1S2. As a reaction SMILES: [CH3:1][CH:2]([CH2:3][CH2:4][NH2:5])[CH3:6].[CH3:33][CH2:34][OH:35].[N:7]1([CH2:13][CH:14]([CH3:15])[N:16]2[c:17]3[cH:18][cH:19][cH:20][cH:21][c:22]3[S:23][c:24]3[cH:25][cH:26][c:27]([C:30]([NH2:31])=[S:32])[cH:28][c:29]32)[CH2:8][CH2:9][CH2:10][CH2:11][CH2:12]1>>[CH3:1][CH:2]([CH2:3][CH2:4][NH:5][C:30]([c:27]1[cH:26][cH:25][c:24]2[c:29]([cH:28]1)[N:16]([CH:14]([CH2:13][N:7]1[CH2:8][CH2:9][CH2:10][CH2:11][CH2:12]1)[CH3:15])[c:17]1[cH:18][cH:19][cH:20][cH:21][c:22]1[S:23]2)=[S:32])[CH3:6]. The reactants are CC(=O)c1cc(F)ccc1OCCBr, C1CCOC1, [H-], [Na+]. Product: O=C1CCCOc2ccc(F)cc21. Reaction SMILES: [Br:3][CH2:4][CH2:5][O:6][c:7]1[c:8]([C:14]([CH3:15])=[O:16])[cH:9][c:10]([F:13])[cH:11][cH:12]1.[CH2:17]1[O:18][CH2:19][CH2:20][CH2:21]1.[H-:1].[Na+:2]>>[CH2:4]1[CH2:5][O:6][c:7]2[c:8]([cH:9][c:10]([F:13])[cH:11][cH:12]2)[C:14](=[O:16])[CH2:15]1. The reactants are ice, solution, C(C)[Mg]Br (ethylmagnesium bromide), ClC(=O)CSCC(=O)OC (methyl 2-(chloroformylmethylmercapto)acetate), Grignard reagent, S(O)(O)(=O)=O (sulfuric acid). The reagents and catalysts are [Cl-].[Cd+2].[Cl-] (cadmium chloride), [Cd] (cadmium). Run in C1=CC=CC=C1 (benzene), C1=CC=CC=C1 (benzene). The product is CCC(CSCC(=O)OC)=O (methyl 2-(3-methylacetonylmercapto)acetate). The yield is 60.9%. Reaction SMILES: [CH2:1]([Mg]Br)[CH3:2].Cl[C:6]([CH2:8][S:9][CH2:10][C:11]([O:13][CH3:14])=[O:12])=[O:7].S(=O)(=O)(O)O>C1C=CC=CC=1.[Cl-].[Cd+2].[Cl-].[Cd]>[CH3:1][CH2:2][C:6](=[O:7])[CH2:8][S:9][CH2:10][C:11]([O:13][CH3:14])=[O:12] |f:4.5.6|. Procedure details: To a stirred ice-cold ethereal Grignard solution (392 ml) containing 0.56 mole of ethylmagnesium bromide, is added 51.3 g (0.28 mole) of dry powdered cadmium chloride in small portions. Stirring is continued without heating for 5 minutes, followed by refluxing for 30-45 minutes until no Gilman test for Grignard reagent is observed. Then, 500 ml of dry benzene is added thereto, and the resulting cadmium reagent is cooled to below 0° C. (usually -10° to 0° C.). A solution of 91.3 g (0.5 mole) of m... Starting materials: O=C(n1ccnc1)n1ccnc1, Cl, Cl, O=C(O)Cc1ccc(F)cc1, C1CCOC1, O, NCCCn1ccnc1. Yields the product O=C(Cc1ccc(F)cc1)NCCCn1ccnc1. Reaction SMILES: [C:12]([n:13]1[cH:14][cH:15][n:16][cH:17]1)([n:18]1[cH:19][cH:20][n:21][cH:22]1)=[O:23].[ClH:29].[ClH:30].[F:1][c:2]1[cH:3][cH:4][c:5]([CH2:8][C:9](=[O:10])[OH:11])[cH:6][cH:7]1.[O:24]1[CH2:25][CH2:26][CH2:27][CH2:28]1.[OH2:40].[n:31]1([CH2:36][CH2:37][CH2:38][NH2:39])[cH:32][n:33][cH:34][cH:35]1>>[F:1][c:2]1[cH:3][cH:4][c:5]([CH2:8][C:9](=[O:11])[NH:39][CH2:38][CH2:37][CH2:36][n:31]2[cH:32][n:33][cH:34][cH:35]2)[cH:6][cH:7]1.